From a dataset of the Open Reaction Database (ORD), a public repository of structured organic reaction records. describe an organic reaction: reactants, conditions, products, and yield RXN SMILES: [CH2:1]([O:3][C:4](=[O:28])[C:5]1[CH:10]=[CH:9][C:8]([NH:11][C:12]2[CH:21]=[C:20]3[C:15]([C:16]([CH3:26])([CH3:25])[CH2:17][CH2:18][N:19]3[CH:22]([CH3:24])[CH3:23])=[CH:14][C:13]=2[CH3:27])=[CH:7][CH:6]=1)[CH3:2].C=O.[C:31]([BH3-])#N.[Na+].C(O)(=O)C>C(#N)C>[CH2:1]([O:3][C:4](=[O:28])[C:5]1[CH:6]=[CH:7][C:8]([N:11]([C:12]2[CH:21]=[C:20]3[C:15]([C:16]([CH3:25])([CH3:26])[CH2:17][CH2:18][N:19]3[CH:22]([CH3:23])[CH3:24])=[CH:14][C:13]=2[CH3:27])[CH3:31])=[CH:9][CH:10]=1)[CH3:2] |f:2.3|. The reactants are C(C)OC(C1=CC=C(C=C1)NC1=C(C=C2C(CCN(C2=C1)C(C)C)(C)C)C)=O (4-(1-isopropyl-4,4,6-trimethyl-1,2,3,4-tetrahydroquinolin-7-ylamino)-benzoic acid ethyl ester), C(C)OC(C1=CC=C(C=C1)NC1=C(C=C2C(CCN(C2=C1)C(C)C)(C)C)C)=O (4-(1-isopropyl-4,4,6-trimethyl-1,2,3,4-tetrahydroquinolin-7-ylamino)-benzoic acid ethyl ester), C=O (formaldehyde), C(#N)[BH3-].[Na+] (sodium cyanoborohydride), C(C)(=O)O (acetic acid). Solvent: C(C)#N (acetonitrile). The yield is 30.6%. Reported procedure: A solution of 4-(1-isopropyl-4,4,6-trimethyl-1,2,3,4-tetrahydroquinolin-7-ylamino)-benzoic acid ethyl ester (Compound 46, 30 mg, 0.0788 mmol), formaldehyde (23.66 mg, 0.788 mmol), sodium cyanoborohydride (3.9 mg, 0.788 mmol), acetic acid (0.125 mL), and acetonitrile (1 mL) was stirred at room temperature overnight. The solvent was removed and the residue was purified by silica gel chromatography (5% ethyl acetate in hexane, Rf=0.27) to give the title compound(9.5 mg, 31%) as a white solid: Product: C(C)OC(C1=CC=C(C=C1)N(C)C1=C(C=C2C(CCN(C2=C1)C(C)C)(C)C)C)=O (4-[(1-Isopropyl-4,4,6-trimethyl-1,2,3,4-tetrahydro-quinolin-7-yl)-methyl-amino]-benzoic acid ethyl ester). Starting materials: IN1C(CCC1=O)=O (N-Iodosuccinimide), C[Si](CCOCN(C1=CC(=NC=2N1N=CC2)C2CCC(N(C2)C(=O)OC(C)(C)C)C(=O)OC(C)(C)C)COCC[Si](C)(C)C)(C)C (di-tert-butyl 5-(7-(bis((2-(trimethylsilyl)ethoxy)methyl)amino)pyrazolo[1,5-a]pyrimidin-5-yl)piperidine-1,2-dicarboxylate). Solvent: C(C)#N (acetonitrile). Run at time 16 hour. Yields the product C[Si](CCOCN(C1=CC(=NC=2N1N=CC2I)C2CCC(N(C2)C(=O)OC(C)(C)C)C(=O)OC(C)(C)C)COCC[Si](C)(C)C)(C)C (Di-tert-butyl 5-(7-(bis((2-(trimethylsilyl)ethoxy)methyl)amino)-3-iodopyrazolo[1,5-a]pyrimidin-5-yl)piperidine-1,2-dicarboxylate). Yield: 70.1%. As a reaction SMILES: [I:1]N1C(=O)CCC1=O.[CH3:9][Si:10]([CH3:54])([CH3:53])[CH2:11][CH2:12][O:13][CH2:14][N:15]([CH2:45][O:46][CH2:47][CH2:48][Si:49]([CH3:52])([CH3:51])[CH3:50])[C:16]1[N:21]2[N:22]=[CH:23][CH:24]=[C:20]2[N:19]=[C:18]([CH:25]2[CH2:30][N:29]([C:31]([O:33][C:34]([CH3:37])([CH3:36])[CH3:35])=[O:32])[CH:28]([C:38]([O:40][C:41]([CH3:44])([CH3:43])[CH3:42])=[O:39])[CH2:27][CH2:26]2)[CH:17]=1>C(#N)C>[CH3:52][Si:49]([CH3:50])([CH3:51])[CH2:48][CH2:47][O:46][CH2:45][N:15]([CH2:14][O:13][CH2:12][CH2:11][Si:10]([CH3:9])([CH3:53])[CH3:54])[C:16]1[N:21]2[N:22]=[CH:23][C:24]([I:1])=[C:20]2[N:19]=[C:18]([CH:25]2[CH2:30][N:29]([C:31]([O:33][C:34]([CH3:37])([CH3:36])[CH3:35])=[O:32])[CH:28]([C:38]([O:40][C:41]([CH3:43])([CH3:44])[CH3:42])=[O:39])[CH2:27][CH2:26]2)[CH:17]=1. Procedure details: N-Iodosuccinimide (1.26 g, 5.61 mmol, dissolved in 25 ml acetonitrile) was added into a solution of di-tert-butyl 5-(7-(bis((2-(trimethylsilyl)ethoxy)methyl)amino)pyrazolo[1,5-a]pyrimidin-5-yl)piperidine-1,2-dicarboxylate (3.8 g, 5.61 mmol) in acetonitrile (26 mL). The reaction mixture was stirred at room temperature for 16 hours. The reaction mixture was concentrated in vacuo and purified via silica gel chromatography (0% to 30% ethyl acetate in hexanes gradient) to yield the title compound (3.... Reactants: CS(=O)(=O)c1ccc(CN2CCNc3ccccc32)cc1, CN1CCOCC1, O=C(OC(Cl)(Cl)Cl)OC(Cl)(Cl)Cl, ClCCl, Cl, Cl, c1n[nH]cc1C1CCNC1, [Na+], O, O=C([O-])O. Product: CS(=O)(=O)c1ccc(CN2CCN(C(=O)N3CCC(c4cn[nH]c4)C3)c3ccccc32)cc1. Reaction SMILES: [CH3:1][S:2](=[O:3])(=[O:4])[c:5]1[cH:6][cH:7][c:8]([CH2:9][N:10]2[CH2:11][CH2:12][NH:13][c:14]3[cH:15][cH:16][cH:17][cH:18][c:19]32)[cH:20][cH:21]1.[CH3:54][N:55]1[CH2:56][CH2:57][O:58][CH2:59][CH2:60]1.[Cl:22][C:23]([Cl:24])([O:25][C:26]([O:27][C:28]([Cl:29])([Cl:30])[Cl:31])=[O:32])[Cl:33].[Cl:51][CH2:52][Cl:53].[ClH:34].[ClH:35].[NH:36]1[CH2:37][CH:38]([c:41]2[cH:42][n:43][nH:44][cH:45]2)[CH2:39][CH2:40]1.[Na+:46].[OH2:61].[OH:47][C:48](=[O:49])[O-:50]>>[CH3:1][S:2](=[O:3])(=[O:4])[c:5]1[cH:6][cH:7][c:8]([CH2:9][N:10]2[CH2:11][CH2:12][N:13]([C:26](=[O:32])[N:36]3[CH2:37][CH:38]([c:41]4[cH:42][n:43][nH:44][cH:45]4)[CH2:39][CH2:40]3)[c:14]3[cH:15][cH:16][cH:17][cH:18][c:19]32)[cH:20][cH:21]1. Reactants: N1=CC=C(C=C1)C(C1=CC=CC=C1)N1CCN(CC1)CCN1C(C=2C(C1=O)=CC=CC2)=O (4-[α-(4-pyridyl)benzyl]-1-(2-phthalimidoethyl)piperazine), O.NN (hydrazine hydrate). Yields the product NCCN1CCN(CC1)C(C1=CC=CC=C1)C1=CC=NC=C1 (1-(2-Aminoethyl)-4-[α-(4-pyridyl)benzyl]piperazine). Reaction SMILES: [N:1]1[CH:6]=[CH:5][C:4]([CH:7]([N:14]2[CH2:19][CH2:18][N:17]([CH2:20][CH2:21][N:22]3C(=O)C4=CC=CC=C4C3=O)[CH2:16][CH2:15]2)[C:8]2[CH:13]=[CH:12][CH:11]=[CH:10][CH:9]=2)=[CH:3][CH:2]=1.O.NN>>[NH2:22][CH2:21][CH2:20][N:17]1[CH2:18][CH2:19][N:14]([CH:7]([C:4]2[CH:5]=[CH:6][N:1]=[CH:2][CH:3]=2)[C:8]2[CH:13]=[CH:12][CH:11]=[CH:10][CH:9]=2)[CH2:15][CH2:16]1 |f:1.2|. Reported procedure: The title compound was prepared in a quantitative yield in a similar manner to that described in Preparation 15' by reacting 4-[α-(4-pyridyl)benzyl]-1-(2-phthalimidoethyl)piperazine (prepared as described in Preparation 50') and hydrazine hydrate. Reactants: FC(C=1C=C(C=CC1)CCC(=O)O)(F)F (3-(3-trifluoromethylphenyl)propanoic acid), Cl (HCl), solution, CSC.B (borane dimethyl sulfide). Solvent: O1CCCC1 (tetrahydrofuran). Reaction conditions: temperature 2.5 celsius. The product is FC(C=1C=C(C=CC1)CCCO)(F)F (3-(3-trifluoromethylphenyl)propan-1-ol). Yield: 89.9%. As a reaction SMILES: [F:1][C:2]([F:15])([F:14])[C:3]1[CH:4]=[C:5]([CH2:9][CH2:10][C:11](O)=[O:12])[CH:6]=[CH:7][CH:8]=1.CSC.B.Cl>O1CCCC1>[F:1][C:2]([F:14])([F:15])[C:3]1[CH:4]=[C:5]([CH2:9][CH2:10][CH2:11][OH:12])[CH:6]=[CH:7][CH:8]=1 |f:1.2|. Procedure details: Compound obtained from Example 1 (0.463 moles, 100 gms) was suspended in 500 ml of tetrahydrofuran under stirring. The reaction mass was cooled to 0-5° C. 94% solution of borane dimethyl sulfide solution (0.62 moles, 50 ml) was added drop wise maintaining the temperature of 0-5° C. The reaction mass was stirred at 25-30° C. for about 10 hours. 10% HCl (100 ml) was added drop wise to the reaction mass at 25-30° C. in about 2 hours and then extracted with toluene (2×250 ml). The organic layer was ... The reactants are O=C([O-])[O-], O=C1CCCO1, O=[N+]([O-])c1c(F)c(F)c(F)c(F)c1F, [K+], [K+], OCc1ccccc1. Product: O=[N+]([O-])c1c(F)c(F)c(OCc2ccccc2)c(F)c1F. RXN SMILES: [C:23](=[O:24])([O-:25])[O-:26].[C:29]1(=[O:30])[O:31][CH2:32][CH2:33][CH2:34]1.[F:1][c:2]1[c:3]([F:14])[c:4]([F:13])[c:5]([F:12])[c:6]([F:11])[c:7]1[N+:8](=[O:9])[O-:10].[K+:27].[K+:28].[OH:15][CH2:16][c:17]1[cH:18][cH:19][cH:20][cH:21][cH:22]1>>[F:1][c:2]1[c:3]([F:14])[c:4]([O:15][CH2:16][c:17]2[cH:18][cH:19][cH:20][cH:21][cH:22]2)[c:5]([F:12])[c:6]([F:11])[c:7]1[N+:8](=[O:9])[O-:10]. The reactants are CSc1ccc(-c2csc(NC(C)=O)n2)cc1, ClCCl, O=C(OO)c1cccc(Cl)c1. Product: CC(=O)Nc1nc(-c2ccc(S(C)=O)cc2)cs1. As a reaction SMILES: [CH3:1][S:2][c:3]1[cH:4][cH:5][c:6](-[c:9]2[n:10][c:11]([NH:14][C:15]([CH3:16])=[O:17])[s:12][cH:13]2)[cH:7][cH:8]1.[Cl:29][CH2:30][Cl:31].[OH:18][O:19][C:20]([c:21]1[cH:22][c:23]([Cl:24])[cH:25][cH:26][cH:27]1)=[O:28]>>[CH3:1][S:2]([c:3]1[cH:4][cH:5][c:6](-[c:9]2[n:10][c:11]([NH:14][C:15]([CH3:16])=[O:17])[s:12][cH:13]2)[cH:7][cH:8]1)=[O:18].